The task is: describe an organic reaction: reactants, conditions, products, and yield. This data is from the Open Reaction Database (ORD), a public repository of structured organic reaction records. The reactants are C(#N)C=1C=CC(=C(C(=O)OC)C1)O (Methyl 5-cyano-2-hydroxybenzoate), BrCCOC (1-bromo-2-methoxyethane), C(=O)([O-])[O-].[K+].[K+] (K2CO3). The solvent is CN(C)C=O (DMF), CCOC(=O)C (EtOAc). Conditions: temperature 60 celsius. Product: C(#N)C=1C=CC(=C(C(=O)OC)C1)OCCOC (Methyl 5-cyano-2-(2-methoxyethoxy)benzoate). Reaction SMILES: [C:1]([C:3]1[CH:4]=[CH:5][C:6]([OH:13])=[C:7]([CH:12]=1)[C:8]([O:10][CH3:11])=[O:9])#[N:2].Br[CH2:15][CH2:16][O:17][CH3:18].C([O-])([O-])=O.[K+].[K+]>CN(C=O)C.CCOC(C)=O>[C:1]([C:3]1[CH:4]=[CH:5][C:6]([O:13][CH2:15][CH2:16][O:17][CH3:18])=[C:7]([CH:12]=1)[C:8]([O:10][CH3:11])=[O:9])#[N:2] |f:2.3.4|. Reported procedure: Methyl 5-cyano-2-hydroxybenzoate (Astatech, 3.0 g, 16.9 mmol), 1-bromo-2-methoxyethane (2.6 g, 18.6 mmol), and K2CO3 (2.3 g, 16.9 mmol) were mixed in 25 mL of DMF and heated at 60° C. for 48 hours. The reaction was diluted with 100 mL of EtOAc washed with water, brine, dried with MgSO4 and the solvent removed to provide the title compound. 1H NMR (300 MHz, CHLOROFORM-D) δ ppm 3.46 (s, 3H) 3.79-3.84 (m, 2H) 3.90 (s, 3H) 4.23-4.28 (m, 2H) 7.07 (d, J=8.82 Hz, 1H) 7.72 (dd, J=8.65, 2.20 Hz, 1H) 8.11... Starting materials: C[Mg]Br (methyl magnesium bromide), ClC1=C(C=NN1C)\C=N\[S@@](=O)C(C)(C)C ((S,E)-N-((5-chloro-1-methyl-1H-pyrazol-4-yl)methylene)-2-methylpropane-2-sulfinamide), [Cl-].[NH4+] (ammonium chloride). The solvent is C1CCOC1 (THF). Run at temperature -78 celsius, time 8 hour. Product: ClC1=C(C=NN1C)[C@@H](C)N[S@@](=O)C(C)(C)C ((S)-N-((R)-1-(5-chloro-1-methyl-1H-pyrazol-4-yl)ethyl)-2-methylpropane-2-sulfinamide). The yield is 86.3%. As a reaction SMILES: [Cl:1][C:2]1[N:6]([CH3:7])[N:5]=[CH:4][C:3]=1/[CH:8]=[N:9]/[S@:10]([C:12]([CH3:15])([CH3:14])[CH3:13])=[O:11].[CH3:16][Mg]Br.[Cl-].[NH4+]>C1COCC1>[Cl:1][C:2]1[N:6]([CH3:7])[N:5]=[CH:4][C:3]=1[C@H:8]([NH:9][S@:10]([C:12]([CH3:15])([CH3:14])[CH3:13])=[O:11])[CH3:16] |f:2.3|. Procedure details: (S,E)-N-((5-chloro-1-methyl-1H-pyrazol-4-yl)methylene)-2-methylpropane-2-sulfinamide(750 mg, 3.03 mmol) was dissolved in THF (25 ml) placed under nitrogen and cooled to −78° C. 1.4M methyl magnesium bromide solution (toluene:THF 3:1, 8.65 ml, 12.1 mmol) was added dropwise and reaction stirred overnight while warming to room temperature. Saturated aqueous ammonium chloride solution (20 ml) was added to the reaction and stirred for 5 minutes. The product was extracted with EtOAc (2×15 ml), combine... Reactants: C, CO, CCOC(C)=O, CCOC(=O)C=Cc1ccccc1NC(=O)c1ccc(OCCCOc2ccccc2)cc1, [Pd]. Yields the product CCOC(=O)CCc1ccccc1NC(=O)c1ccc(OCCCOc2ccccc2)cc1. As a reaction SMILES: [C:42].[CH3:34][OH:35].[CH3:36][CH2:37][O:38][C:39](=[O:40])[CH3:41].[O:1]([c:2]1[cH:3][cH:4][cH:5][cH:6][cH:7]1)[CH2:8][CH2:9][CH2:10][O:11][c:12]1[cH:13][cH:14][c:15]([C:16](=[O:17])[NH:18][c:19]2[c:20]([CH:21]=[CH:22][C:23](=[O:24])[O:25][CH2:26][CH3:27])[cH:28][cH:29][cH:30][cH:31]2)[cH:32][cH:33]1.[Pd:43]>>[O:1]([c:2]1[cH:3][cH:4][cH:5][cH:6][cH:7]1)[CH2:8][CH2:9][CH2:10][O:11][c:12]1[cH:13][cH:14][c:15]([C:16](=[O:17])[NH:18][c:19]2[c:20]([CH2:21][CH2:22][C:23](=[O:24])[O:25][CH2:26][CH3:27])[cH:28][cH:29][cH:30][cH:31]2)[cH:32][cH:33]1. Reactants: CC(Br)Br, Cc1ccccc1CBr, C[SiH](C)C, [Cl-], Clc1cc(Cl)ncn1, C1CCOC1, O, [Zn]. Product: Cc1ccccc1Cc1cc(Cl)ncn1. Reaction SMILES: [Br:1][CH:2]([Br:3])[CH3:4].[CH3:10][c:11]1[c:12]([CH2:13][Br:14])[cH:15][cH:16][cH:17][cH:18]1.[CH3:6][SiH:7]([CH3:8])[CH3:9].[Cl-:5].[Cl:19][c:20]1[n:21][cH:22][n:23][c:24]([Cl:26])[cH:25]1.[O:27]1[CH2:28][CH2:29][CH2:30][CH2:31]1.[OH2:33].[Zn:32]>>[CH3:10][c:11]1[c:12]([CH2:13][c:24]2[n:23][cH:22][n:21][c:20]([Cl:19])[cH:25]2)[cH:15][cH:16][cH:17][cH:18]1. The reactants are ClC=1C=C(N)C=CC1C (3-chloro-4-methylaniline), ClCCCI (1-chloro-3-iodopropane), C([O-])([O-])=O.[Cs+].[Cs+] (cesium carbonate), CN(C)C=O (DMF). The solvent is O (water). Conditions: time 19 hour. Yields the product ClC=1C=C(NCCCCl)C=CC1C (3-Chloro-N-(3-chloropropyl)-4-methylaniline). Yield: 60.0%. Reaction SMILES: [Cl:1][C:2]1[CH:3]=[C:4]([CH:6]=[CH:7][C:8]=1[CH3:9])[NH2:5].[Cl:10][CH2:11][CH2:12][CH2:13]I.C(=O)([O-])[O-].[Cs+].[Cs+].CN(C=O)C>O>[Cl:1][C:2]1[CH:3]=[C:4]([CH:6]=[CH:7][C:8]=1[CH3:9])[NH:5][CH2:13][CH2:12][CH2:11][Cl:10] |f:2.3.4|. Reported procedure: A mixture of 3-chloro-4-methylaniline (7.79 g, 55 mmol), 1-chloro-3-iodopropane (5.91 ml, 55 mmol), cesium carbonate (35.84 g, 110 mmol) and DMF (15 ml) was stirred at room temperature for 19 hours. To the mixture was added water (75 ml), and the mixture was extracted with hexane (60 ml, 30 ml×2). The organic layer was washed with water (10 ml), dried over magnesium sulfate and concentrated under reduced pressure. The concentrate was subjected to column chromatography (silica gel 200 g, hexane/e... The reactants are [O-]CC.[Na+] (sodium ethoxide), [Na] (sodium), [Na] (sodium), CCO (EtOH), COC1=CC=C(CN(CC2=CC=C(C=C2)OC)C2=NC(=C(C=C2)C(F)(F)F)Cl)C=C1 (N,N-bis-(4-methoxybenzyl)-(6-chloro-5-trifluoromethyl-pyridine-2-yl)amine). Solvent: C1CCOC1 (THF). Product: COC1=CC=C(CN(CC2=CC=C(C=C2)OC)C2=NC(=C(C=C2)C(F)(F)F)OCC)C=C1 (N,N-Bis-(4-methoxybenzyl)-(6-ethoxy-5-trifluoromethylpyridine-2-yl)amine). As a reaction SMILES: [O-:1][CH2:2][CH3:3].[Na+].[Na].CCO.[CH3:9][O:10][C:11]1[CH:38]=[CH:37][C:14]([CH2:15][N:16]([C:26]2[CH:31]=[CH:30][C:29]([C:32]([F:35])([F:34])[F:33])=[C:28](Cl)[N:27]=2)[CH2:17][C:18]2[CH:23]=[CH:22][C:21]([O:24][CH3:25])=[CH:20][CH:19]=2)=[CH:13][CH:12]=1>C1COCC1>[CH3:9][O:10][C:11]1[CH:38]=[CH:37][C:14]([CH2:15][N:16]([C:26]2[CH:31]=[CH:30][C:29]([C:32]([F:35])([F:34])[F:33])=[C:28]([O:1][CH2:2][CH3:3])[N:27]=2)[CH2:17][C:18]2[CH:23]=[CH:22][C:21]([O:24][CH3:25])=[CH:20][CH:19]=2)=[CH:13][CH:12]=1 |f:0.1,^1:4|. Procedure: Add freshly prepared sodium ethoxide [made by adding sodium (1.26 g, 54.9 mmol) to 25 mL of absolute EtOH, and stirring until all the sodium is dissolved] dropwise to a solution of N,N-bis-(4-methoxybenzyl)-(6-chloro-5-trifluoromethyl-pyridine-2-yl)amine (8.0 g, 18.3 mmol) in 150 mL THF. Heat the reaction mixture to reflux for 45 hours. During reflux, the reaction mixture turns brown. After cooling to room temperature, remove the solvent under vacuum. Take up the residue in CH2Cl2 (150 mL) and w... The reactants are OCc1nnc2n1-c1ccc(Cl)cc1C(c1ccccc1Cl)=NC2, c1ccccc1. The product is O=Cc1nnc2n1-c1ccc(Cl)cc1C(c1ccccc1Cl)=NC2. RXN SMILES: [Cl:1][c:2]1[c:3]([C:8]2=[N:9][CH2:10][c:11]3[n:12]([c:20]([CH2:23][OH:24])[n:21][n:22]3)-[c:13]3[c:14]2[cH:15][c:16]([Cl:19])[cH:17][cH:18]3)[cH:4][cH:5][cH:6][cH:7]1.[cH:25]1[cH:26][cH:27][cH:28][cH:29][cH:30]1>>[Cl:1][c:2]1[c:3]([C:8]2=[N:9][CH2:10][c:11]3[n:12]([c:20]([CH:23]=[O:24])[n:21][n:22]3)-[c:13]3[c:14]2[cH:15][c:16]([Cl:19])[cH:17][cH:18]3)[cH:4][cH:5][cH:6][cH:7]1. Reactants: CC(C)(C)N1N=C(N=N1)CC1=CC=C(C=C1)CCC(=O)OC(C)(C)C (1,1-dimethylethyl 4-[[2-(1,1-dimethylethyl)-2H-tetrazol-5-yl]methyl]benzenepropanoate). Solvent: FC(C(=O)O)(F)F (trifluoroacetic acid). Run at time 12 hour. Yields the product CC(C)(C)N1N=C(N=N1)CC1=CC=C(C=C1)CCC(=O)O (4-[[2-(1,1-dimethylethyl)-2H-tetrazol-5-yl]methyl]benzene-propanoic acid). The yield is 65.5%. RXN SMILES: [CH3:1][C:2]([N:5]1[N:9]=[N:8][C:7]([CH2:10][C:11]2[CH:16]=[CH:15][C:14]([CH2:17][CH2:18][C:19]([O:21]C(C)(C)C)=[O:20])=[CH:13][CH:12]=2)=[N:6]1)([CH3:4])[CH3:3]>FC(F)(F)C(O)=O>[CH3:4][C:2]([N:5]1[N:9]=[N:8][C:7]([CH2:10][C:11]2[CH:12]=[CH:13][C:14]([CH2:17][CH2:18][C:19]([OH:21])=[O:20])=[CH:15][CH:16]=2)=[N:6]1)([CH3:1])[CH3:3]. Reported procedure: 1,1-dimethylethyl 4-[[2-(1,1-dimethylethyl)-2H-tetrazol-5-yl]methyl]benzenepropanoate (3.0 g. 8.7 mmol) was dissolved in trifluoroacetic acid (33 mL) and stirred at room temperature under argon for 12 hours. The mixture was concentrated and then dissolved in water (50 ml). After adding enough sat. NaHCO3 to raise the pH to 8, the solution was washed with diethyl ether (2×25 mL). The aqueous layer was acidified to pH 3 with 1N HCl and the product collected by suction filtration. Recrystallization... Starting materials: CC(=O)C(C)=CCC1CCC(C)C1(C)C, CN(C)C=O, CC(=O)O, CCCC[O-], [K+], O. Yields the product CC(=O)C(C)C=CC1CCC(C)C1(C)C. As a reaction SMILES: [CH3:12][C:13]([C:14]([CH3:15])=[O:16])=[CH:17][CH2:18][CH:19]1[C:20]([CH3:25])([CH3:26])[CH:21]([CH3:24])[CH2:22][CH2:23]1.[CH3:1][N:2]([CH3:3])[CH:4]=[O:5].[CH3:27][C:28](=[O:29])[OH:30].[CH3:6][CH2:7][CH2:8][CH2:9][O-:10].[K+:11].[OH2:31]>>[CH3:12][CH:13]([C:14]([CH3:15])=[O:16])[CH:17]=[CH:18][CH:19]1[C:20]([CH3:25])([CH3:26])[CH:21]([CH3:24])[CH2:22][CH2:23]1.